Dataset: the Open Reaction Database (ORD), a public repository of structured organic reaction records. Task: describe an organic reaction: reactants, conditions, products, and yield Reactants: Cl\C(\C(=O)C1=CN=C(N1C(C)C)C)=C\N(C)C ((2E)-2-Chloro-3-(dimethylamino)-1-(1-isopropyl-2-methyl-1H-imidazol-5-yl)prop-2-en-1-one), S(=O)(=O)(C)N1CCN(CC1)C1=CC=C(NC2=NC=C(C(=N2)C2=CN=C(N2C(C)C)C)Cl)C=C1 (2-[4-(4-Mesylpiperazin-1-yl)anilino]-4-(1-isopropyl-2-methyl-1H-imidazol-5-yl)-5-chloropyrimidine). Reported procedure: (2E)-2-Chloro-3-(dimethylamino)-1-(1-isopropyl-2-methyl-1H-imidazol-5-yl)prop-2-en-1-one (1.68 g from Method 3-assumed 5 mmol) and N-[4-(4-acetylpiperazin-1-yl)phenyl]guanidine bicarbonate salt (Method 2) (1.94 g 6 mmol) in 2-methoxyethanol (25 ml) were heated under nitrogen at 110° C. for 3.5 hours before evaporation under reduced pressure. The residue was purified by chromatography on silica gel with MeOH:DCM (3:97 to 5:95) to give the title compound, after trituration with ether, as a foam. N... The product is C(C)(=O)N1CCN(CC1)C1=CC=C(NC2=NC=C(C(=N2)C2=CN=C(N2C(C)C)C)Cl)C=C1 (2-[4-(4-Acetylpiperazin-1-yl)anilino]-4-(1-isopropyl-2-methyl-1H-imidazol-5-yl)-5-chloropyrimidine). Solvent: COCCO (2-methoxyethanol). Reaction SMILES: Cl/[C:2](=C/N(C)C)/[C:3](C1N(C(C)C)C(C)=NC=1)=[O:4].S([N:22]1[CH2:27][CH2:26][N:25]([C:28]2[CH:50]=[CH:49][C:31]([NH:32][C:33]3[N:38]=[C:37]([C:39]4[N:43]([CH:44]([CH3:46])[CH3:45])[C:42]([CH3:47])=[N:41][CH:40]=4)[C:36]([Cl:48])=[CH:35][N:34]=3)=[CH:30][CH:29]=2)[CH2:24][CH2:23]1)(C)(=O)=O>COCCO>[C:3]([N:22]1[CH2:27][CH2:26][N:25]([C:28]2[CH:50]=[CH:49][C:31]([NH:32][C:33]3[N:38]=[C:37]([C:39]4[N:43]([CH:44]([CH3:45])[CH3:46])[C:42]([CH3:47])=[N:41][CH:40]=4)[C:36]([Cl:48])=[CH:35][N:34]=3)=[CH:30][CH:29]=2)[CH2:24][CH2:23]1)(=[O:4])[CH3:2]. Reactants: BrC1=CC(=C(C(=C1)[N+](=O)[O-])O)F (4-bromo-2-fluoro 6-nitrophenol), [Sn](Cl)Cl (tin (II) chloride), [OH-].[Na+] (NaOH). Run in C(C)O (ethanol). Run at temperature 80 celsius, time 2 hour. The product is NC1=C(C(=CC(=C1)Br)F)O (2-amino-6-fluoro-4-bromophenol). Yield: 82.1%. Reaction SMILES: [Br:1][C:2]1[CH:7]=[C:6]([N+:8]([O-])=O)[C:5]([OH:11])=[C:4]([F:12])[CH:3]=1.[Sn](Cl)Cl.[OH-].[Na+]>C(O)C>[NH2:8][C:6]1[CH:7]=[C:2]([Br:1])[CH:3]=[C:4]([F:12])[C:5]=1[OH:11] |f:2.3|. Reported procedure: A mixture of 4-bromo-2-fluoro 6-nitrophenol(1 g, 4.2 mmol) and tin (II) chloride (4.78 g, 21.2 mmol) in ethanol(50 mL) was heated at 80° C. under argon. After 2 hours, the starting material had disappeared and the solution was allowed to cool down and then poured into ice. The pH was made slightly basic (pH7-8), by addition of solid NaOH, before being extracted with ethyl acetate. The organic phase was washed with brine, dried over MgSO4 and filtered. The solvent was evaporated and chromatograph... Procedure: Prepared analogous to Example 2 from 6-[4-(2-benzthiazolyl-mercapto)-butoxy]-3,4-dihydro-carbostyril and hydrogen peroxide. Yields the product S1C(=NC2=C1C=CC=C2)S(=O)CCCCOC=2C=C1CCC(NC1=CC2)=O (6-[4-(2-Benzthiazolyl-sulfinyl)-butoxy]-3,4-dihydro-carbostyril). The reactants are S1C(=NC2=C1C=CC=C2)SCCCCOC=2C=C1CCC(NC1=CC2)=O (6-[4-(2-benzthiazolyl-mercapto)-butoxy]-3,4-dihydro-carbostyril), OO (hydrogen peroxide). Reaction SMILES: [S:1]1[C:5]2[CH:6]=[CH:7][CH:8]=[CH:9][C:4]=2[N:3]=[C:2]1[S:10][CH2:11][CH2:12][CH2:13][CH2:14][O:15][C:16]1[CH:17]=[C:18]2[C:23](=[CH:24][CH:25]=1)[NH:22][C:21](=[O:26])[CH2:20][CH2:19]2.[OH:27]O>>[S:1]1[C:5]2[CH:6]=[CH:7][CH:8]=[CH:9][C:4]=2[N:3]=[C:2]1[S:10]([CH2:11][CH2:12][CH2:13][CH2:14][O:15][C:16]1[CH:17]=[C:18]2[C:23](=[CH:24][CH:25]=1)[NH:22][C:21](=[O:26])[CH2:20][CH2:19]2)=[O:27]. Reactants: CCO, Cc1ccc(Oc2cccc([N+](=O)[O-])c2)cc1. The product is Cc1ccc(Oc2cccc(N)c2)cc1. RXN SMILES: [CH3:18][CH2:19][OH:20].[CH3:1][c:2]1[cH:3][cH:4][c:5]([O:6][c:7]2[cH:8][c:9]([N+:13]([O-:14])=[O:15])[cH:10][cH:11][cH:12]2)[cH:16][cH:17]1>>[CH3:1][c:2]1[cH:3][cH:4][c:5]([O:6][c:7]2[cH:8][c:9]([NH2:13])[cH:10][cH:11][cH:12]2)[cH:16][cH:17]1.